This data is from the Open Reaction Database (ORD), a public repository of structured organic reaction records. The task is: describe an organic reaction: reactants, conditions, products, and yield The reactants are O=C[C@H](O)[C@@H](O)[C@H](O)[C@H](O)CO (glucose), O=C[C@H](O)[C@@H](O)[C@H](O)[C@H](O)CO (glucose), O=C[C@H](O)[C@@H](O)[C@H](O)[C@H](O)CO (glucose), O (water), O=C[C@H](O)[C@@H](O)[C@H](O)[C@H](O)CO (glucose), O=C[C@H](O)[C@@H](O)[C@H](O)[C@H](O)CO (glucose), O=C[C@H](O)[C@@H](O)[C@H](O)[C@H](O)CO (glucose), O=C[C@H](O)[C@@H](O)[C@H](O)[C@H](O)CO (glucose). The reagents and catalysts are [Ag] (silver). Yields the product O=O (oxygen), O=C[C@H](O)[C@@H](O)[C@H](O)[C@H](O)CO (glucose). As a reaction SMILES: [O:1]=[CH:2][C@@H:3]([C@H:5]([C@@H:7]([C@@H:9]([CH2:11][OH:12])[OH:10])[OH:8])[OH:6])[OH:4].[OH2:13]>[Ag]>[O:13]=[O:1].[O:1]=[CH:2][C@@H:3]([C@H:5]([C@@H:7]([C@@H:9]([CH2:11][OH:12])[OH:10])[OH:8])[OH:6])[OH:4]. Procedure: In FIG. 6 we show a modified Wheatstone bridge circuit to compare output of the glucose sensors 10 against the oxygen reference cell 28. The system is powered by a battery 9 that may be conveniently made by sealing a dry chemical, such as citric acid, between two printed electrodes with provisions for adding a few drops of water for activation of the battery. Other type batteries to produce about 1.5 volts for our preferred embodiment would also be useable. We prefer the 1.5 volts because in our...